From a dataset of the Open Reaction Database (ORD), a public repository of structured organic reaction records. describe an organic reaction: reactants, conditions, products, and yield The reactants are O=C([O-])O, COc1ccc(S(=O)(=O)Cl)c2ccccc12, CN(C)C=O, CCN(C(C)C)C(C)C, O=C(O)C1CNc2ccccc21, [Na+]. Yields the product COc1ccc(S(=O)(=O)N2CC(C(=O)O)c3ccccc32)c2ccccc12. As a reaction SMILES: [C:38](=[O:39])([OH:40])[O-:41].[CH3:22][O:23][c:24]1[cH:25][cH:26][c:27]([S:34](=[O:35])(=[O:36])[Cl:37])[c:28]2[cH:29][cH:30][cH:31][cH:32][c:33]12.[CH3:43][N:44]([CH3:45])[CH:46]=[O:47].[CH:13]([N:14]([CH2:15][CH3:16])[CH:17]([CH3:18])[CH3:19])([CH3:20])[CH3:21].[NH:1]1[CH2:2][CH:3]([C:10](=[O:11])[OH:12])[c:4]2[cH:5][cH:6][cH:7][cH:8][c:9]21.[Na+:42]>>[N:1]1([S:34]([c:27]2[cH:26][cH:25][c:24]([O:23][CH3:22])[c:33]3[c:28]2[cH:29][cH:30][cH:31][cH:32]3)(=[O:35])=[O:36])[CH2:2][CH:3]([C:10](=[O:11])[OH:12])[c:4]2[cH:5][cH:6][cH:7][cH:8][c:9]21. The reactants are CC(C)CC(NC(=O)OC(C)(C)C)C(=O)NCC(=O)OCc1ccccc1, ClCCl, O=C(O)C(F)(F)F. The product is CC(C)CC(N)C(=O)NCC(=O)OCc1ccccc1. RXN SMILES: [CH2:1]([c:2]1[cH:3][cH:4][cH:5][cH:6][cH:7]1)[O:8][C:9]([CH2:10][NH:11][C:12]([CH:13]([NH:14][C:15]([O:16][C:17]([CH3:18])([CH3:19])[CH3:20])=[O:21])[CH2:22][CH:23]([CH3:24])[CH3:25])=[O:26])=[O:27].[CH2:35]([Cl:36])[Cl:37].[OH:28][C:29]([C:30]([F:31])([F:32])[F:33])=[O:34]>>[CH2:1]([c:2]1[cH:3][cH:4][cH:5][cH:6][cH:7]1)[O:8][C:9]([CH2:10][NH:11][C:12]([CH:13]([NH2:14])[CH2:22][CH:23]([CH3:24])[CH3:25])=[O:26])=[O:27]. Reactants: O=C([O-])O, C1COCCO1, CCOC(C)=O, [Na+], COc1ccccc1NCc1c(-c2ccc(O)cc2OC)ccc2c1C(C)=CC(C)(C)N2, O=C(Cl)OCC1c2ccccc2-c2ccccc21. Yields the product COc1cc(O)ccc1-c1ccc2c(c1CN(C(=O)OCC1c3ccccc3-c3ccccc31)c1ccccc1OC)C(C)=CC(C)(C)N2. Reaction SMILES: [C:33](=[O:34])([O-:35])[OH:36].[CH2:56]1[O:57][CH2:58][CH2:59][O:60][CH2:61]1.[CH3:62][CH2:63][O:64][C:65](=[O:66])[CH3:67].[Na+:37].[OH:1][c:2]1[cH:3][c:4]([O:31][CH3:32])[c:5](-[c:8]2[c:9]([CH2:21][NH:22][c:23]3[c:24]([O:29][CH3:30])[cH:25][cH:26][cH:27][cH:28]3)[c:10]3[c:15]([cH:16][cH:17]2)[NH:14][C:13]([CH3:18])([CH3:19])[CH:12]=[C:11]3[CH3:20])[cH:6][cH:7]1.[cH:38]1[cH:39][cH:40][cH:41][c:42]2[c:50]1[CH:49]([CH2:51][O:52][C:53](=[O:54])[Cl:55])[c:48]1[c:43]-2[cH:44][cH:45][cH:46][cH:47]1>>[OH:1][c:2]1[cH:3][c:4]([O:31][CH3:32])[c:5](-[c:8]2[c:9]([CH2:21][N:22]([c:23]3[c:24]([O:29][CH3:30])[cH:25][cH:26][cH:27][cH:28]3)[C:53]([O:52][CH2:51][CH:49]3[c:48]4[c:43]([cH:44][cH:45][cH:46][cH:47]4)-[c:42]4[cH:41][cH:40][cH:39][cH:38][c:50]43)=[O:54])[c:10]3[c:15]([cH:16][cH:17]2)[NH:14][C:13]([CH3:18])([CH3:19])[CH:12]=[C:11]3[CH3:20])[cH:6][cH:7]1. Reactants: CCOC(=O)C(Br)c1ccccc1, CC#N, CCN(C(C)C)C(C)C, [I-], [K+], CC(=O)c1ccccc1N. Yields the product CCOC(=O)C(Nc1ccccc1C(C)=O)c1ccccc1. Reaction SMILES: [Br:11][CH:12]([C:13](=[O:14])[O:15][CH2:16][CH3:17])[c:18]1[cH:19][cH:20][cH:21][cH:22][cH:23]1.[CH3:35][C:36]#[N:37].[CH:24]([N:25]([CH2:26][CH3:27])[CH:28]([CH3:29])[CH3:30])([CH3:31])[CH3:32].[I-:34].[K+:33].[NH2:1][c:2]1[c:3]([C:8]([CH3:9])=[O:10])[cH:4][cH:5][cH:6][cH:7]1>>[NH:1]([c:2]1[c:3]([C:8]([CH3:9])=[O:10])[cH:4][cH:5][cH:6][cH:7]1)[CH:12]([C:13](=[O:14])[O:15][CH2:16][CH3:17])[c:18]1[cH:19][cH:20][cH:21][cH:22][cH:23]1. The reactants are CC(C)=O, CCCCCCOc1ccc(C(O)c2ccc(Cl)c(S(N)(=O)=O)c2)cc1, O. Yields the product CCCCCCOc1ccc(C(=O)c2ccc(Cl)c(S(N)(=O)=O)c2)cc1. RXN SMILES: [CH3:27][C:28](=[O:29])[CH3:30].[Cl:1][c:2]1[c:3]([S:23](=[O:24])(=[O:25])[NH2:26])[cH:4][c:5]([CH:8]([OH:9])[c:10]2[cH:11][cH:12][c:13]([O:16][CH2:17][CH2:18][CH2:19][CH2:20][CH2:21][CH3:22])[cH:14][cH:15]2)[cH:6][cH:7]1.[OH2:31]>>[Cl:1][c:2]1[c:3]([S:23](=[O:24])(=[O:25])[NH2:26])[cH:4][c:5]([C:8](=[O:9])[c:10]2[cH:11][cH:12][c:13]([O:16][CH2:17][CH2:18][CH2:19][CH2:20][CH2:21][CH3:22])[cH:14][cH:15]2)[cH:6][cH:7]1. Starting materials: C1CCOC1, CC(C)=CCCC(C)=CCCC(C)=CCCC(C)=CCCC(C)=CCCC(C)=CCCC(C)=CCCC(C)=CC#N, CO, Cl, [Na]. Product: CC(C)=CCCC(C)=CCCC(C)=CCCC(C)=CCCC(C)=CCCC(C)=CCCC(C)=CCCC(C)CC#N. Reaction SMILES: [CH2:46]1[O:47][CH2:48][CH2:49][CH2:50]1.[CH3:1][C:2](=[CH:3][C:4]#[N:5])[CH2:6][CH2:7][CH:8]=[C:9]([CH2:10][CH2:11][CH:12]=[C:13]([CH2:14][CH2:15][CH:16]=[C:17]([CH2:18][CH2:19][CH:20]=[C:21]([CH2:22][CH2:23][CH:24]=[C:25]([CH2:26][CH2:27][CH:28]=[C:29]([CH2:30][CH2:31][CH:32]=[C:33]([CH3:34])[CH3:35])[CH3:36])[CH3:37])[CH3:38])[CH3:39])[CH3:40])[CH3:41].[CH3:44][OH:45].[ClH:43].[Na:42]>>[CH3:1][CH:2]([CH2:3][C:4]#[N:5])[CH2:6][CH2:7][CH:8]=[C:9]([CH2:10][CH2:11][CH:12]=[C:13]([CH2:14][CH2:15][CH:16]=[C:17]([CH2:18][CH2:19][CH:20]=[C:21]([CH2:22][CH2:23][CH:24]=[C:25]([CH2:26][CH2:27][CH:28]=[C:29]([CH2:30][CH2:31][CH:32]=[C:33]([CH3:34])[CH3:35])[CH3:36])[CH3:37])[CH3:38])[CH3:39])[CH3:40])[CH3:41]. The reactants are CC(C)(C)[Si](C)(C)Oc1ccc(C=O)cc1O[Si](C)(C)C(C)(C)C, C1CCOC1, Cl, C[N+](=O)[O-]. Product: CC(C)(C)[Si](C)(C)Oc1ccc(C(O)C[N+](=O)[O-])cc1O[Si](C)(C)C(C)(C)C. RXN SMILES: [C:1]([CH3:2])([CH3:3])([CH3:4])[Si:5]([O:6][c:7]1[cH:8][c:9]([CH:10]=[O:11])[cH:12][cH:13][c:14]1[O:15][Si:16]([CH3:17])([CH3:18])[C:19]([CH3:20])([CH3:21])[CH3:22])([CH3:23])[CH3:24].[CH2:30]1[O:31][CH2:32][CH2:33][CH2:34]1.[ClH:29].[N+:25](=[O:26])([O-:27])[CH3:28]>>[C:1]([CH3:2])([CH3:3])([CH3:4])[Si:5]([O:6][c:7]1[cH:8][c:9]([CH:10]([OH:11])[CH2:28][N+:25](=[O:26])[O-:27])[cH:12][cH:13][c:14]1[O:15][Si:16]([CH3:17])([CH3:18])[C:19]([CH3:20])([CH3:21])[CH3:22])([CH3:23])[CH3:24]. Reaction SMILES: C(=O)([O-])[O-].[K+].[K+].Br[CH2:8][CH2:9][OH:10].[F:11][C:12]([F:47])([F:46])[C:13]1[CH:14]=[C:15]([CH:39]=[C:40]([C:42]([F:45])([F:44])[F:43])[CH:41]=1)[C:16]([N:18]1[CH2:23][CH2:22][N:21]([CH2:24][C:25]2[CH:26]=[N:27][NH:28][CH:29]=2)[CH2:20][C@H:19]1[CH2:30][C:31]1[CH:36]=[CH:35][C:34]([CH3:37])=[C:33]([CH3:38])[CH:32]=1)=[O:17].O>CN(C)C=O>[F:45][C:42]([F:44])([F:43])[C:40]1[CH:39]=[C:15]([CH:14]=[C:13]([C:12]([F:11])([F:46])[F:47])[CH:41]=1)[C:16]([N:18]1[CH2:23][CH2:22][N:21]([CH2:24][C:25]2[CH:29]=[N:28][N:27]([CH2:8][CH2:9][OH:10])[CH:26]=2)[CH2:20][C@H:19]1[CH2:30][C:31]1[CH:36]=[CH:35][C:34]([CH3:37])=[C:33]([CH3:38])[CH:32]=1)=[O:17] |f:0.1.2|. Procedure details: Potassium carbonate (158 mg) and 2-bromoethanol (0.045 ml) were added to a solution of (2R)-1-[3,5-bis(trifluoromethyl)benzoyl]-2-(3,4-dimethylbenzyl)-4-(4-pyrazolylmethyl)piperazine (300 mg) in N,N-dimethylformamide (3 ml) at room temperature with stirring. After stirring at 100° C. for 5 hours, the reaction mixture was poured into water and extracted with ethyl acetate. The organic layer was washed with brine, dried over magnesium sulfate, and evaporated under reduced pressure. The obtained re... The product is FC(C=1C=C(C(=O)N2[C@@H](CN(CC2)CC=2C=NN(C2)CCO)CC2=CC(=C(C=C2)C)C)C=C(C1)C(F)(F)F)(F)F ((2R)-1-[3,5-bis(trifluoromethyl)benzoyl]-2-(3,4-dimethylbenzyl)-4-[[1-(2-hydroxyethyl)-1H-pyrazol-4-yl]methyl]piperazine). Starting materials: O (water), C([O-])([O-])=O.[K+].[K+] (Potassium carbonate), BrCCO (2-bromoethanol), FC(C=1C=C(C(=O)N2[C@@H](CN(CC2)CC=2C=NNC2)CC2=CC(=C(C=C2)C)C)C=C(C1)C(F)(F)F)(F)F ((2R)-1-[3,5-bis(trifluoromethyl)benzoyl]-2-(3,4-dimethylbenzyl)-4-(4-pyrazolylmethyl)piperazine). Solvent: CN(C=O)C (N,N-dimethylformamide). Starting materials: CC(C)(C)OC(=O)Oc1cccc2ccccc12 (substrate), F[B-](F)(F)c1ccoc1.[K+] (effective_coupling_partner). The reagents and catalysts are PCy3. Reaction conditions: temperature 110 celsius, time 4 hour. Yields the product c3ccc2c(c1ccoc1)cccc2c3. Reactants: C=CC1=CC(=CC=C1)S(=O)(=O)[O-].[Na+] (sodium m-styrenesulfonate), C(OC)(OC)OC (trimethyl orthoformate). Yields the product C=CC1=CC(=CC=C1)S(=O)(=O)OC (methyl m-styrenesulfonate). RXN SMILES: [CH2:1]=[CH:2][C:3]1[CH:8]=[CH:7][CH:6]=[C:5]([S:9]([O-:12])(=[O:11])=[O:10])[CH:4]=1.[Na+].[CH:14](OC)(OC)OC>>[CH2:1]=[CH:2][C:3]1[CH:8]=[CH:7][CH:6]=[C:5]([S:9]([O:12][CH3:14])(=[O:11])=[O:10])[CH:4]=1 |f:0.1|. Reported procedure: Next, the desalted product of sodium m-styrenesulfonate was subjected to methyl esterification with trimethyl orthoformate by following the same procedure as in Example Y-1, whereby methyl m-styrenesulfonate was obtained.